From a dataset of the Open Reaction Database (ORD), a public repository of structured organic reaction records. describe an organic reaction: reactants, conditions, products, and yield Product: O=C1CCCOc2ccccc21. RXN SMILES: [Al+3:23].[Cl-:20].[Cl-:21].[Cl-:22].[Cl:14][C:15]([C:16]([Cl:17])=[O:18])=[O:19].[Cl:25][CH2:26][Cl:27].[Cl:28][CH2:29][CH2:30][Cl:31].[ClH:24].[O:1]([c:2]1[cH:3][cH:4][cH:5][cH:6][cH:7]1)[CH2:8][CH2:9][CH2:10][C:11](=[O:12])[OH:13].[O:32]=[CH:33][N:34]([CH3:35])[CH3:36]>>[O:1]1[c:2]2[cH:3][cH:4][cH:5][cH:6][c:7]2[C:11](=[O:13])[CH2:10][CH2:9][CH2:8]1. The reactants are [Al+3], [Cl-], [Cl-], [Cl-], O=C(Cl)C(=O)Cl, ClCCl, ClCCCl, Cl, O=C(O)CCCOc1ccccc1, CN(C)C=O.